From a dataset of the Open Reaction Database (ORD), a public repository of structured organic reaction records. describe an organic reaction: reactants, conditions, products, and yield The reactants are FB(F)F, CCOCC, COCCCCCC(=O)O, Cc1ccccc1, O=C(OC(=O)C(Cl)Cl)C(Cl)Cl, c1ccoc1. The product is COCCCCCC(=O)c1ccco1. RXN SMILES: [B:32]([F:33])([F:34])[F:35].[CH2:27]([O:28][CH2:29][CH3:30])[CH3:31].[CH3:1][O:2][CH2:3][CH2:4][CH2:5][CH2:6][CH2:7][C:8](=[O:9])[OH:10].[CH3:36][c:37]1[cH:38][cH:39][cH:40][cH:41][cH:42]1.[Cl:16][CH:17]([Cl:18])[C:19]([O:20][C:21](=[O:22])[CH:23]([Cl:24])[Cl:25])=[O:26].[cH:11]1[cH:12][cH:13][o:14][cH:15]1>>[CH3:1][O:2][CH2:3][CH2:4][CH2:5][CH2:6][CH2:7][C:8](=[O:10])[c:13]1[cH:12][cH:11][cH:15][o:14]1.